From a dataset of the Open Reaction Database (ORD), a public repository of structured organic reaction records. describe an organic reaction: reactants, conditions, products, and yield Reactants: C1(=CC=CC=C1)OC (anisole), ClC=1C(=CC(=C(C1)CC(=O)OCC)F)NC(=O)C1=NN(C2=CC=CC=C12)CC1=CC=C(C=C1)OC (ethyl (5-chloro-2-fluoro-4-(1-(4-methoxybenzyl)-3-indazolylcarbonylamino)phenyl)acetate). Solvent: FC(C(=O)O)(F)F (trifluoroacetic acid). Yields the product ClC=1C(=CC(=C(C1)CC(=O)OCC)F)NC(=O)C1=NNC2=CC=CC=C12 (ethyl (5-chloro-2-fluoro-4-(3-indazolylcarbonylamino)phenyl)acetate). Isolated yield 79.8%. As a reaction SMILES: C1(OC)C=CC=CC=1.[Cl:9][C:10]1[C:11]([NH:23][C:24]([C:26]2[C:34]3[C:29](=[CH:30][CH:31]=[CH:32][CH:33]=3)[N:28](CC3C=CC(OC)=CC=3)[N:27]=2)=[O:25])=[CH:12][C:13]([F:22])=[C:14]([CH2:16][C:17]([O:19][CH2:20][CH3:21])=[O:18])[CH:15]=1>FC(F)(F)C(O)=O>[Cl:9][C:10]1[C:11]([NH:23][C:24]([C:26]2[C:34]3[C:29](=[CH:30][CH:31]=[CH:32][CH:33]=3)[NH:28][N:27]=2)=[O:25])=[CH:12][C:13]([F:22])=[C:14]([CH2:16][C:17]([O:19][CH2:20][CH3:21])=[O:18])[CH:15]=1. Reported procedure: A mixture of anisole (288 μl, 2.66 mmol), trifluoroacetic acid (10 ml), and ethyl (5-chloro-2-fluoro-4-(1-(4-methoxybenzyl)-3-indazolylcarbonylamino)phenyl)acetate (880 mg, 1.77 mmol) was heated under reflux for 15 hours. After cooling, the reaction mixture was distilled under reduced pressure to remove the solvent. Water (50 ml) was added to the residue. The crystals thus precipitated were collected by filtration under reduced pressure and washed with water. The crude crystals thus obtained wer... The reactants are NC(=O)C1CCC(CC1)N1C(N(CC1)C1=CC=C(C=C1)CCCC(=O)OC)=O (1-(4-aminocarbonyl-cyclohexyl)-3-[4-(3-methoxycarbonyl-propyl)-phenyl]-imidazolidin-2-one), FC(C(=O)OI(OC(C(F)(F)F)=O)C1=CC=CC=C1)(F)F ([bis-(trifluoroacetoxy) iodo]benzene), C(C)#N.O (acetonitrile water). Product: NC1CCC(CC1)N1C(N(CC1)C1=CC=C(C=C1)CCCC(=O)OC)=O (1-(4-Amino-cyclohexyl)-3-[4-(3-methoxycarbonyl-propyl)-phenyl]-imidazolidin-2-one). RXN SMILES: NC([CH:4]1[CH2:9][CH2:8][CH:7]([N:10]2[CH2:14][CH2:13][N:12]([C:15]3[CH:20]=[CH:19][C:18]([CH2:21][CH2:22][CH2:23][C:24]([O:26][CH3:27])=[O:25])=[CH:17][CH:16]=3)[C:11]2=[O:28])[CH2:6][CH2:5]1)=O.FC(F)(F)C(OI(C1C=CC=CC=1)OC(=O)C(F)(F)F)=O.C(#[N:52])C.O>>[NH2:52][CH:4]1[CH2:5][CH2:6][CH:7]([N:10]2[CH2:14][CH2:13][N:12]([C:15]3[CH:20]=[CH:19][C:18]([CH2:21][CH2:22][CH2:23][C:24]([O:26][CH3:27])=[O:25])=[CH:17][CH:16]=3)[C:11]2=[O:28])[CH2:8][CH2:9]1 |f:2.3|. Procedure: Prepared from 1-(4-aminocarbonyl-cyclohexyl)-3-[4-(3-methoxycarbonyl-propyl)-phenyl]-imidazolidin-2-one by treating with [bis-(trifluoroacetoxy) iodo]benzene in acetonitrile/water at ambient temperature. Reactants: CCC(C(c1ccc2nc(N)sc2c1)n1ccnc1)N(C)CC, C1CCOC1, CC(=O)OC(C)=O. The product is CCC(C(c1ccc2nc(NC(C)=O)sc2c1)n1ccnc1)N(C)CC. As a reaction SMILES: [CH2:1]([CH3:2])[N:3]([CH:4]([CH:5]([n:6]1[cH:7][n:8][cH:9][cH:10]1)[c:11]1[cH:12][c:13]2[c:14]([n:15][c:16]([NH2:18])[s:17]2)[cH:19][cH:20]1)[CH2:21][CH3:22])[CH3:23].[CH2:31]1[O:32][CH2:33][CH2:34][CH2:35]1.[CH3:24][C:25](=[O:26])[O:27][C:28](=[O:29])[CH3:30]>>[CH2:1]([CH3:2])[N:3]([CH:4]([CH:5]([n:6]1[cH:7][n:8][cH:9][cH:10]1)[c:11]1[cH:12][c:13]2[c:14]([n:15][c:16]([NH:18][C:25]([CH3:24])=[O:26])[s:17]2)[cH:19][cH:20]1)[CH2:21][CH3:22])[CH3:23]. Reactants: Cc1cc(-c2ccc(C(F)(F)F)cc2)cc(-c2ccnc(-c3cccc(N)c3)n2)n1, CS(=O)(=O)Cl, CCOC(C)=O. The product is Cc1cc(-c2ccc(C(F)(F)F)cc2)cc(-c2ccnc(-c3cccc(NS(C)(=O)=O)c3)n2)n1. RXN SMILES: [CH3:1][c:2]1[cH:3][c:4](-[c:21]2[cH:22][cH:23][c:24]([C:27]([F:28])([F:29])[F:30])[cH:25][cH:26]2)[cH:5][c:6](-[c:8]2[n:9][c:10](-[c:14]3[cH:15][c:16]([NH2:20])[cH:17][cH:18][cH:19]3)[n:11][cH:12][cH:13]2)[n:7]1.[CH3:31][S:32]([Cl:33])(=[O:34])=[O:35].[CH3:36][CH2:37][O:38][C:39]([CH3:40])=[O:41]>>[CH3:1][c:2]1[cH:3][c:4](-[c:21]2[cH:22][cH:23][c:24]([C:27]([F:28])([F:29])[F:30])[cH:25][cH:26]2)[cH:5][c:6](-[c:8]2[n:9][c:10](-[c:14]3[cH:15][c:16]([NH:20][S:32]([CH3:31])(=[O:34])=[O:35])[cH:17][cH:18][cH:19]3)[n:11][cH:12][cH:13]2)[n:7]1. Starting materials: [Ba+2], O=[N+]([O-])CC(O)C(O)C(O)C(O)CO, [Na+], [OH-], [OH-], [OH-], O, O=S(=O)(O)O. The product is OCC1OC(O)C(O)C(O)C1O. Reaction SMILES: [Ba+2:21].[N+:1]([O-:2])(=[O:3])[CH2:4][CH:5]([OH:6])[CH:7]([OH:8])[CH:9]([OH:10])[CH:11]([OH:12])[CH2:13][OH:14].[Na+:24].[OH-:20].[OH-:22].[OH-:23].[OH2:25].[S:15]([OH:16])(=[O:17])(=[O:18])[OH:19]>>[CH:4]1([OH:16])[CH:5]([OH:6])[CH:7]([OH:8])[CH:9]([OH:10])[CH:11]([CH2:13][OH:14])[O:12]1. The reactants are BrC1=C(C=C(C=C1C)B1OC(C(O1)(C)C)(C)C)C (2-bromo-1,3-dimethyl-5-(4,4,5,5-tetramethyl-[1,3,2]dioxaborolan-2-yl)-benzene), BrC1=NC(=CN=C1)C (2-bromo-6-methyl-pyrazine), Intermediate 56. The product is BrC1=C(C=C(C=C1C)C1=NC(=CN=C1)C)C (2-(4-Bromo-3,5-dimethyl-phenyl)-6-methyl-pyrazine). Reaction SMILES: [Br:1][C:2]1[C:7]([CH3:8])=[CH:6][C:5](B2OC(C)(C)C(C)(C)O2)=[CH:4][C:3]=1[CH3:18].Br[C:20]1[CH:25]=[N:24][CH:23]=[C:22]([CH3:26])[N:21]=1>>[Br:1][C:2]1[C:3]([CH3:18])=[CH:4][C:5]([C:20]2[CH:25]=[N:24][CH:23]=[C:22]([CH3:26])[N:21]=2)=[CH:6][C:7]=1[CH3:8]. Reported procedure: The title compound is prepared from 2-bromo-1,3-dimethyl-5-(4,4,5,5-tetramethyl-[1,3,2]dioxaborolan-2-yl)-benzene and 2-bromo-6-methyl-pyrazine following a procedure analogous to that described in Step 1 of Intermediate 56. LC (method 9): tR=1.04 min; Mass spectrum (ESI+): m/z=277/279 (Br) [M+H]+. The reactants are CC(=O)OC(C)=O, O=CN1CCC(C(=O)O)CC1, O=S(Cl)Cl. Yields the product O=CN1CCC(C(=O)O)CC1, [Cl-]. As a reaction SMILES: [CH3:16][C:17]([O:18][C:19](=[O:20])[CH3:21])=[O:22].[CH:5](=[O:6])[N:7]1[CH2:8][CH2:9][CH:10]([C:11](=[O:12])[OH:13])[CH2:14][CH2:15]1.[S:1]([Cl:2])([Cl:3])=[O:4]>>[CH:5](=[O:6])[N:7]1[CH2:8][CH2:9][CH:10]([C:11](=[O:12])[OH:13])[CH2:14][CH2:15]1.[Cl-:3].